This data is from the Open Reaction Database (ORD), a public repository of structured organic reaction records. The task is: describe an organic reaction: reactants, conditions, products, and yield The reactants are CO, Cc1nc(N)c([N+](=O)[O-])cc1Cl. Product: Cc1nc(N)c(N)cc1Cl. As a reaction SMILES: [CH3:13][OH:14].[NH2:1][c:2]1[n:3][c:4]([CH3:12])[c:5]([Cl:11])[cH:6][c:7]1[N+:8]([O-:9])=[O:10]>>[NH2:1][c:2]1[n:3][c:4]([CH3:12])[c:5]([Cl:11])[cH:6][c:7]1[NH2:8].